From a dataset of the Open Reaction Database (ORD), a public repository of structured organic reaction records. describe an organic reaction: reactants, conditions, products, and yield Starting materials: Cl, [Li+], C1CCOC1, [OH-], O, COC(=O)CCC(=NOCc1ccc(OCc2nc(-c3ccco3)oc2C)cc1)c1ccccc1. The product is Cc1oc(-c2ccco2)nc1COc1ccc(CON=C(CCC(=O)O)c2ccccc2)cc1. RXN SMILES: [ClH:39].[Li+:3].[O:40]1[CH2:41][CH2:42][CH2:43][CH2:44]1.[OH-:2].[OH2:1].[o:4]1[c:5](-[c:9]2[o:10][c:11]([CH3:38])[c:12]([CH2:14][O:15][c:16]3[cH:17][cH:18][c:19]([CH2:20][O:21][N:22]=[C:23]([CH2:24][CH2:25][C:26](=[O:27])[O:28][CH3:29])[c:30]4[cH:31][cH:32][cH:33][cH:34][cH:35]4)[cH:36][cH:37]3)[n:13]2)[cH:6][cH:7][cH:8]1>>[o:4]1[c:5](-[c:9]2[o:10][c:11]([CH3:38])[c:12]([CH2:14][O:15][c:16]3[cH:17][cH:18][c:19]([CH2:20][O:21][N:22]=[C:23]([CH2:24][CH2:25][C:26](=[O:27])[OH:28])[c:30]4[cH:31][cH:32][cH:33][cH:34][cH:35]4)[cH:36][cH:37]3)[n:13]2)[cH:6][cH:7][cH:8]1. Starting materials: Cl.NC(=N)N (guanidine hydrochloride), ClC1=C(C=CC=C1)C1C(=C(NC(=C1C(=O)OC)C)COCC(CC(=O)OCC)=O)C(=O)OCC (ethyl 4-{[4-(2-chlorophenyl)-3-ethoxycarbonyl-5-methoxycarbonyl-6-methyl-1,4-dihydropyridin-2-yl]methoxy}acetoacetate), N12CCCN=C2CCC1 (1,5-diazabicyclo[4.3.0]non-5-ene). Solvent: C(C)O (ethanol). Yields the product NC1=NC(=CC(N1)=O)COCC=1NC(=C(C(C1C(=O)OCC)C1=C(C=CC=C1)Cl)C(=O)OC)C (2-Amino-6-{[4-(2-chlorophenyl)-3-ethoxycarbonyl-5-methoxycarbonyl-6-methyl-1,4-dihydropyridin-2-yl]methoxymethyl}-4-pyrimidone). The yield is 23.5%. Reaction SMILES: Cl.[NH2:2][C:3]([NH2:5])=[NH:4].[Cl:6][C:7]1[CH:12]=[CH:11][CH:10]=[CH:9][C:8]=1[CH:13]1[C:18]([C:19]([O:21][CH3:22])=[O:20])=[C:17]([CH3:23])[NH:16][C:15]([CH2:24][O:25][CH2:26][C:27](=O)[CH2:28][C:29](OCC)=[O:30])=[C:14]1[C:35]([O:37][CH2:38][CH3:39])=[O:36].N12CCCC1=NCCC2>C(O)C>[NH2:4][C:3]1[NH:5][C:29](=[O:30])[CH:28]=[C:27]([CH2:26][O:25][CH2:24][C:15]2[NH:16][C:17]([CH3:23])=[C:18]([C:19]([O:21][CH3:22])=[O:20])[CH:13]([C:8]3[CH:9]=[CH:10][CH:11]=[CH:12][C:7]=3[Cl:6])[C:14]=2[C:35]([O:37][CH2:38][CH3:39])=[O:36])[N:2]=1 |f:0.1|. Procedure details: A solution of guanidine hydrochloride (0.20 g), ethyl 4-{[4-(2-chlorophenyl)-3-ethoxycarbonyl-5-methoxycarbonyl-6-methyl-1,4-dihydropyridin-2-yl]methoxy}acetoacetate (0.99 g), and 1,5-diazabicyclo[4.3.0]non-5-ene (0.30 g) in ethanol (50 ml) was stirred at room temperature for 5 days and then evaporated. The residue was dissolved in chloroform and washed with 2M hydrochloric acid, 10% aqueous sodium carbonate, and water, dried (MgSO4), and evaporated. The residual solid was recrystallised from et... Reactants: C=C[Sn](CCCC)(CCCC)CCCC, COC(=O)c1nc(-c2ccc(Cl)c(OC)c2F)cc(NC(C)=O)c1Cl, CC#N, Cl[Pd]Cl, c1ccc(P(c2ccccc2)c2ccccc2)cc1, c1ccc(P(c2ccccc2)c2ccccc2)cc1. Product: C=Cc1c(NC(C)=O)cc(-c2ccc(Cl)c(OC)c2F)nc1C(=O)OC. RXN SMILES: [CH2:26]([CH2:27][CH2:39][CH3:40])[Sn:28]([CH2:29][CH2:30][CH2:31][CH3:32])([CH2:33][CH2:34][CH2:35][CH3:36])[CH:37]=[CH2:38].[CH3:1][O:2][C:3](=[O:4])[c:5]1[n:6][c:7](-[c:16]2[c:17]([F:25])[c:18]([O:23][CH3:24])[c:19]([Cl:22])[cH:20][cH:21]2)[cH:8][c:9]([NH:12][C:13]([CH3:14])=[O:15])[c:10]1[Cl:11].[CH3:41][C:42]#[N:43].[Pd:44]([Cl:45])[Cl:46].[c:47]1([P:48]([c:49]2[cH:50][cH:51][cH:52][cH:53][cH:54]2)[c:55]2[cH:56][cH:57][cH:58][cH:59][cH:60]2)[cH:61][cH:62][cH:63][cH:64][cH:65]1.[c:66]1([P:67]([c:68]2[cH:69][cH:70][cH:71][cH:72][cH:73]2)[c:74]2[cH:75][cH:76][cH:77][cH:78][cH:79]2)[cH:80][cH:81][cH:82][cH:83][cH:84]1>>[CH3:1][O:2][C:3](=[O:4])[c:5]1[n:6][c:7](-[c:16]2[c:17]([F:25])[c:18]([O:23][CH3:24])[c:19]([Cl:22])[cH:20][cH:21]2)[cH:8][c:9]([NH:12][C:13]([CH3:14])=[O:15])[c:10]1[CH:26]=[CH2:27]. Reactants: O=C(Cl)c1ccccc1, Cc1ccc(N)cc1C(=O)Nc1cnc2[nH]cnc2c1, CN(C)C=O, c1ccncc1. Product: Cc1ccc(NC(=O)c2ccccc2)cc1C(=O)Nc1cnc2[nH]cnc2c1. RXN SMILES: [C:27]([c:28]1[cH:29][cH:30][cH:31][cH:32][cH:33]1)(=[O:34])[Cl:35].[NH2:1][c:2]1[cH:3][cH:4][c:5]([CH3:20])[c:6]([C:7](=[O:8])[NH:9][c:10]2[cH:11][c:12]3[c:13]([n:14][cH:15]2)[nH:16][cH:17][n:18]3)[cH:19]1.[O:36]=[CH:37][N:38]([CH3:39])[CH3:40].[cH:21]1[cH:22][cH:23][n:24][cH:25][cH:26]1>>[NH:1]([c:2]1[cH:3][cH:4][c:5]([CH3:20])[c:6]([C:7](=[O:8])[NH:9][c:10]2[cH:11][c:12]3[c:13]([n:14][cH:15]2)[nH:16][cH:17][n:18]3)[cH:19]1)[C:27]([c:28]1[cH:29][cH:30][cH:31][cH:32][cH:33]1)=[O:34]. Starting materials: Si-Thiol, BrC=1C=C(C(=O)NC2=CC=C(C=C2)OC(F)(F)F)C=CC1N1C[C@@H]([C@H](C1)O)O (3-Bromo-4-((3S,4S)-3,4-dihydroxypyrrolidin-1-yl)-N-(4-(trifluoromethoxy)phenyl)benzamide), N1=CN=CC(=C1)B(O)O (pyrimidin-5-ylboronic acid), C(=O)([O-])[O-].[Na+].[Na+] (Na2CO3). The reagents and catalysts are Cl[Pd]([P](C1=CC=CC=C1)(C2=CC=CC=C2)C3=CC=CC=C3)([P](C4=CC=CC=C4)(C5=CC=CC=C5)C6=CC=CC=C6)Cl (Pd(PPh3)2Cl2). Yields the product O[C@H]1CN(C[C@@H]1O)C1=C(C=C(C(=O)NC2=CC=C(C=C2)OC(F)(F)F)C=C1)C=1C=NC=NC1 (4-((3S,4S)-3,4-Dihydroxypyrrolidin-1-yl)-3-(pyrimidin-5-yl)-N-(4-(trifluoromethoxy)phenyl)benzamide). Reaction SMILES: Br[C:2]1[CH:3]=[C:4]([CH:19]=[CH:20][C:21]=1[N:22]1[CH2:26][C@H:25]([OH:27])[C@@H:24]([OH:28])[CH2:23]1)[C:5]([NH:7][C:8]1[CH:13]=[CH:12][C:11]([O:14][C:15]([F:18])([F:17])[F:16])=[CH:10][CH:9]=1)=[O:6].[N:29]1[CH:34]=[C:33](B(O)O)[CH:32]=[N:31][CH:30]=1.C([O-])([O-])=O.[Na+].[Na+]>Cl[Pd](Cl)([P](C1C=CC=CC=1)(C1C=CC=CC=1)C1C=CC=CC=1)[P](C1C=CC=CC=1)(C1C=CC=CC=1)C1C=CC=CC=1>[OH:28][C@@H:24]1[C@@H:25]([OH:27])[CH2:26][N:22]([C:21]2[CH:20]=[CH:19][C:4]([C:5]([NH:7][C:8]3[CH:13]=[CH:12][C:11]([O:14][C:15]([F:18])([F:17])[F:16])=[CH:10][CH:9]=3)=[O:6])=[CH:3][C:2]=2[C:33]2[CH:34]=[N:29][CH:30]=[N:31][CH:32]=2)[CH2:23]1 |f:2.3.4,^1:46,65|. Reported procedure: 3-Bromo-4-((3S,4S)-3,4-dihydroxypyrrolidin-1-yl)-N-(4-(trifluoromethoxy)phenyl)benzamide (Stage 7.1, 60 mg, 0.13 mmol), pyrimidin-5-ylboronic acid (66.6 mg, 0.325 mmol), Pd(PPh3)2Cl2 (9.13 mg, 0.013 mmol) and Na2CO3 (68.9 mg, 0.650 mmol) were added to a MW vial. The vial was sealed, evacuated/purged with argon, and DME (552 μL), water (158 μL), EtOH (79 μL) were added. The RM was then subjected to MW irradiation at 120° C. for 10 min. The RM was diluted with DME (2 mL), treated with Si-Thiol (Si... Starting materials: NCC=1C(=CC(=C(C1)N1N=C(NC1=O)C1=CC=C(C=C1)I)Cl)F (2-(5-(aminomethyl)-2-chloro-4-fluorophenyl)-5-(4-iodophenyl)-2H-1,2,4-triazol-3(4H)-one), C(C(C)(C)C)(=O)Cl (pivaloyl chloride), CCN(C(C)C)C(C)C (DIPEA). The solvent is C1CCOC1 (THF). Product: ClC1=CC(=C(CNC(C(C)(C)C)=O)C=C1N1N=C(NC1=O)C1=CC=C(C=C1)I)F (N-(4-chloro-2-fluoro-5-(4,5-dihydro-3-(4-iodophenyl)-5-oxo-1,2,4-triazol-1-yl)benzyl)pivalamide). Yield: 63.0%. Reaction SMILES: [NH2:1][CH2:2][C:3]1[C:4]([F:23])=[CH:5][C:6]([Cl:22])=[C:7]([N:9]2[C:13](=[O:14])[NH:12][C:11]([C:15]3[CH:20]=[CH:19][C:18]([I:21])=[CH:17][CH:16]=3)=[N:10]2)[CH:8]=1.[C:24](Cl)(=[O:29])[C:25]([CH3:28])([CH3:27])[CH3:26].CCN(C(C)C)C(C)C>C1COCC1>[Cl:22][C:6]1[C:7]([N:9]2[C:13](=[O:14])[NH:12][C:11]([C:15]3[CH:16]=[CH:17][C:18]([I:21])=[CH:19][CH:20]=3)=[N:10]2)=[CH:8][C:3]([CH2:2][NH:1][C:24](=[O:29])[C:25]([CH3:28])([CH3:27])[CH3:26])=[C:4]([F:23])[CH:5]=1. Procedure details: The title compound was prepared according to the procedure described in step-2 of Intermediate-83 by using 2-(5-(aminomethyl)-2-chloro-4-fluorophenyl)-5-(4-iodophenyl)-2H-1,2,4-triazol-3(4H)-one (0.400 g, 0.900 mmol), pivaloyl chloride (0.2 mL, 1.35 mmol), DIPEA (2 mL), and THF (10 mL) to afford 0.300 g of the desired product. 1H NMR (300 MHz, DMSO d6): δ 1.10 (s, 9H), 4.30 (d, J=5.4 Hz, 2H), 7.42-7.44 (m, 1H), 7.62-7.66 (m, 3H), 7.88-7.91 (br d, 1H), 8.14 (m, 1H); MS (m/z): 529.42 (M+H)+. The reactants are C(CCCCCCCCCCC)O[C@@H](COCC1=CC=CC=C1)COCCCCCCCCCCCC ((R)-((2,3-bis(dodecyloxy)propoxy)methyl)benzene). The reagents and catalysts are [OH-].[Pd+2].[OH-] (palladium hydroxide). The solvent is CCO (EtOH). Conditions: time 8 hour. Yields the product C(CCCCCCCCCCC)O[C@@H](CO)COCCCCCCCCCCCC ((S)-2,3-bis(dodecyloxy)propan-1-ol). RXN SMILES: [CH2:1]([O:13][C@H:14]([CH2:24][O:25][CH2:26][CH2:27][CH2:28][CH2:29][CH2:30][CH2:31][CH2:32][CH2:33][CH2:34][CH2:35][CH2:36][CH3:37])[CH2:15][O:16]CC1C=CC=CC=1)[CH2:2][CH2:3][CH2:4][CH2:5][CH2:6][CH2:7][CH2:8][CH2:9][CH2:10][CH2:11][CH3:12]>CCO.[OH-].[Pd+2].[OH-]>[CH2:1]([O:13][C@H:14]([CH2:24][O:25][CH2:26][CH2:27][CH2:28][CH2:29][CH2:30][CH2:31][CH2:32][CH2:33][CH2:34][CH2:35][CH2:36][CH3:37])[CH2:15][OH:16])[CH2:2][CH2:3][CH2:4][CH2:5][CH2:6][CH2:7][CH2:8][CH2:9][CH2:10][CH2:11][CH3:12] |f:2.3.4|. Procedure: To a solution of (R)-((2,3-bis(dodecyloxy)propoxy)methyl)benzene (1 eq) in EtOH (0.1 M) was added palladium hydroxide (1.1 eq). The reaction mixture was stirred under hydrogen (1 atm) overnight. The palladium was filtered off and the filtrate was concentrated en vaccuo. The crude mixture was purified by flash chromatography on a COMBIFLASH® system (ISCO) using 0-10% EtOAc/Hex to give the product.